This data is from the Open Reaction Database (ORD), a public repository of structured organic reaction records. The task is: describe an organic reaction: reactants, conditions, products, and yield Reactants: C1(=CC=CC=C1)S(=O)(=O)N1C(=CC2=CC=C(C=C12)Cl)S(=O)(=O)N1CCNCC1 (1-(1-Benzenesulphonyl-6-chloroindol-2-ylsulphonyl)piperazine), [OH-].[Na+] (sodium hydroxide), Cl (hydrochloric acid). The product is ClC1=CC=C2C=C(NC2=C1)S(=O)(=O)N1CCNCC1 (1-(6-chloroindol-2-ylsulphonyl)piperazine). Reaction SMILES: C1(S([N:10]2[C:18]3[C:13](=[CH:14][CH:15]=[C:16]([Cl:19])[CH:17]=3)[CH:12]=[C:11]2[S:20]([N:23]2[CH2:28][CH2:27][NH:26][CH2:25][CH2:24]2)(=[O:22])=[O:21])(=O)=O)C=CC=CC=1.[OH-].[Na+].Cl>>[Cl:19][C:16]1[CH:17]=[C:18]2[C:13]([CH:12]=[C:11]([S:20]([N:23]3[CH2:24][CH2:25][NH:26][CH2:27][CH2:28]3)(=[O:21])=[O:22])[NH:10]2)=[CH:14][CH:15]=1 |f:1.2|. Reported procedure: The requisite 1-(6-chloroindol-2-ylsulphonyl)piperazine starting material was prepared as follows. 1-(1-Benzenesulphonyl-6-chloroindol-2-ylsulphonyl)piperazine (500 mg, 1.18 mmol) was treated with sodium hydroxide solution (4 ml of 10M), and the suspension refluxed for 2 hrs. The reaction mixture was cooled to ambient temperature and carefully treated with concentrated hydrochloric acid to pH 8; the resultant precipitate was filtered off, washed with water and dried to give 1-(6-chloroindol-2-yl... Starting materials: [H-].[Na+] (Sodium hydride), C(CC(=O)OCC)(=O)OCC (diethyl malonate), BrC=1C=C(CBr)C=CC1 (3-bromobenzyl bromide). The solvent is CN(C=O)C (N,N-dimethyl formamide), O1CCCC1 (tetrahydrofuran), O1CCCC1 (tetrahydrofuran). Reaction conditions: time 15 minute. Yields the product BrC=1C=C(CC(C(=O)OCC)C(=O)OCC)C=CC1 (Diethyl (3-bromobenzyl)malonate). RXN SMILES: [H-].[Na+].[C:3]([O:11][CH2:12][CH3:13])(=[O:10])[CH2:4][C:5]([O:7][CH2:8][CH3:9])=[O:6].[Br:14][C:15]1[CH:16]=[C:17]([CH:20]=[CH:21][CH:22]=1)[CH2:18]Br>O1CCCC1.CN(C)C=O>[Br:14][C:15]1[CH:16]=[C:17]([CH:20]=[CH:21][CH:22]=1)[CH2:18][CH:4]([C:5]([O:7][CH2:8][CH3:9])=[O:6])[C:3]([O:11][CH2:12][CH3:13])=[O:10] |f:0.1|. Procedure details: Sodium hydride (60%, 1.6 g) was suspended into 20 ml of dry tetrahydrofuran/15 ml of dry N,N-dimethyl formamide, and 7.6 ml of diethyl malonate was added dropwise under ice-cooling. The mixture was stirred for 15 minutes. A solution of 5 g of 3-bromobenzyl bromide/10 ml of dry tetrahydrofuran was then added, and stirred for 1 hour under ice-cooling. To the reaction solution was added ice-cold water, and extracted with ether, washed with brine, dried over anhydrous magnesium sulfate and concentra...